Dataset: the Open Reaction Database (ORD), a public repository of structured organic reaction records. Task: describe an organic reaction: reactants, conditions, products, and yield Reaction SMILES: [NH2:1][CH2:2][C@H:3]1[CH2:7][CH2:6][N:5]([C:8]([O:10][C:11]([CH3:14])([CH3:13])[CH3:12])=[O:9])[CH2:4]1.[CH3:15][O:16][C:17]1[CH:25]=[CH:24][C:20]([C:21](O)=[O:22])=[CH:19][CH:18]=1>>[C:11]([O:10][C:8]([N:5]1[CH2:6][CH2:7][C@H:3]([CH2:2][NH:1][C:21](=[O:22])[C:20]2[CH:24]=[CH:25][C:17]([O:16][CH3:15])=[CH:18][CH:19]=2)[CH2:4]1)=[O:9])([CH3:14])([CH3:13])[CH3:12]. Starting materials: NC[C@@H]1CN(CC1)C(=O)OC(C)(C)C ((R)-3-aminomethyl-1-N-tert-butoxycarbonyl-pyrrolidine), COC1=CC=C(C(=O)O)C=C1 (4-methoxy-benzoic acid). Procedure: 64.1 Using general procedure E, (R)-3-aminomethyl-1-N-tert-butoxycarbonyl-pyrrolidine was coupled with 4-methoxy-benzoic acid to give (R)-3-[(4-methoxy-benzoylamino)-methyl]-pyrrolidine-1-carboxylic acid tert-butyl ester. Yellow oil. MS 335.1 ([M+H]+) Product: C(C)(C)(C)OC(=O)N1C[C@H](CC1)CNC(C1=CC=C(C=C1)OC)=O ((R)-3-[(4-methoxy-benzoylamino)-methyl]-pyrrolidine-1-carboxylic acid tert-butyl ester).